Task: describe an organic reaction: reactants, conditions, products, and yield. Dataset: the Open Reaction Database (ORD), a public repository of structured organic reaction records Reactants: crude solution, C(C1=CC=CC=C1)N1C(C=C(C1O)CC(F)(F)F)=O (1-benzyl-5-hydroxy-4-(2,2,2-trifluoroethyl)-1,5-dihydro-2H-pyrrol-2-one), Pd(C). The solvent is C(C)(C)O (isopropyl alcohol), C(C)(C)O (isopropylalcohol). Conditions: time 1 day. The product is C(C1=CC=CC=C1)N1C(CC(C1)CC(F)(F)F)=O (1-benzyl-4-(2,2,2-trifluoroethyl)pyrrolidin-2-one). RXN SMILES: [CH2:1]([N:8]1[CH:12](O)[C:11]([CH2:14][C:15]([F:18])([F:17])[F:16])=[CH:10][C:9]1=[O:19])[C:2]1[CH:7]=[CH:6][CH:5]=[CH:4][CH:3]=1>C(O)(C)C>[CH2:1]([N:8]1[CH2:12][CH:11]([CH2:14][C:15]([F:17])([F:18])[F:16])[CH2:10][C:9]1=[O:19])[C:2]1[CH:3]=[CH:4][CH:5]=[CH:6][CH:7]=1. Procedure: The crude solution of 1-benzyl-5-hydroxy-4-(2,2,2-trifluoroethyl)-1,5-dihydro-2H-pyrrol-2-one x101 in isopropyl alcohol (40 ml) is added to a suspension of Pd(C) (10%) (0.53 g) in isopropylalcohol (40 ml) and the resulting solution is degassed 3 times with nitrogen. The reaction mixture is stirred under hydrogen (balloon) for 1 day. The Pd(C) is removed by filtration through celite, and the filtrates are concentrated under reduced pressure. Purification by chromatography on silicagel (petroleum ... Reactants: NC=1C=C(C#N)C=CC1 (3-aminobenzonitrile), N#CN (cyanamide), C(#N)C=1C=C(C=CC1)NC(=N)N ((3-Cyanophenyl)guanidine), [N+](=O)(O)[O-] (HNO3), [N+](=O)(O)[O-] (HNO3), CCOCC (Et2O). The solvent is O (water). Run at temperature 100 celsius. Product: N1=CC(=C2N1N=CC=C2)C2=NC(=NC=C2)NC=2C=C(C#N)C=CC2 (3-[(4-Pyrazolo[1,5-b]pyridazin-3-yl-2-pyrimidinyl)amino]benzonitrile). Isolated yield 46.0%. As a reaction SMILES: [C:1]([C:3]1[CH:4]=[C:5]([NH:9][C:10]([NH2:12])=[NH:11])[CH:6]=[CH:7][CH:8]=1)#[N:2].[N+]([O-])(O)=O.[NH2:17][C:18]1[CH:19]=[C:20]([CH:23]=[CH:24][CH:25]=1)[C:21]#[N:22].[N:26]#CN.CCO[CH2:32][CH3:33]>O>[N:22]1[N:26]2[N:17]=[CH:18][CH:25]=[CH:24][C:23]2=[C:20]([C:19]2[CH:33]=[CH:32][N:12]=[C:10]([NH:9][C:5]3[CH:4]=[C:3]([CH:8]=[CH:7][CH:6]=3)[C:1]#[N:2])[N:11]=2)[CH:21]=1. Procedure: N-((3-Cyanophenyl)guanidine.HNO3. To a solution of 3-aminobenzonitrile (3.31 g, 28 mmol) in ETOH (28 mL) was added cyanamide (2.5 mL of a 50% w/w solution in water). HNO3 (1.98 mL, 14.2 M) is added dropwise. The mixture was heated at an oil bath temperature of 100° C. for about 3 hours. The flask was allowed to cool to RT. Et2O (20 mL) was added and the solids isolated by filtration. The solids were dried under vacuum (1 torr) for about 18 hours to give the title compound as a beige powder (2.9 ... Solvent: CN(C)C=O (DMF). RXN SMILES: [CH2:1]([O:8][C:9]1[CH:10]=[CH:11][C:12]([C:15]2[C:19]3=[N:20][CH:21]=[CH:22][CH:23]=[C:18]3[NH:17][N:16]=2)=[N:13][CH:14]=1)[C:2]1[CH:7]=[CH:6][CH:5]=[CH:4][CH:3]=1.C([O-])([O-])=O.[K+].[K+].I[CH:31]([CH3:33])[CH3:32].C([O-])(O)=O.[Na+]>CN(C=O)C>[CH2:1]([O:8][C:9]1[CH:10]=[CH:11][C:12]([C:15]2[C:19]3=[N:20][CH:21]=[CH:22][CH:23]=[C:18]3[N:17]([CH:31]([CH3:33])[CH3:32])[N:16]=2)=[N:13][CH:14]=1)[C:2]1[CH:3]=[CH:4][CH:5]=[CH:6][CH:7]=1 |f:1.2.3,5.6|. Run at time 72 hour. Procedure: A mixture of 3-[5-(benzyloxy)pyridin-2-yl]-1H-pyrazolo[4,3-b]pyridine (237 mg), K2CO3 (217 mg) in DMF (3 mL) was added 2-iodopropane (0.102 mL), and stirred at room temperature for 72 h. The mixture was poured into saturated NaHCO3 aqueous solution and extracted with AcOEt. The organic layer was separated, washed with brine, dried over MgSO4 and concentrated under reduced pressure. The residue was purified by silica gel column chromatography (AcOEt/hexane) to give the title compound (219 mg). Reactants: C(=O)(O)[O-].[Na+] (NaHCO3), C(C1=CC=CC=C1)OC=1C=CC(=NC1)C1=NNC=2C1=NC=CC2 (3-[5-(benzyloxy)pyridin-2-yl]-1H-pyrazolo[4,3-b]pyridine), C(=O)([O-])[O-].[K+].[K+] (K2CO3), IC(C)C (2-iodopropane). Product: C(C1=CC=CC=C1)OC=1C=CC(=NC1)C1=NN(C=2C1=NC=CC2)C(C)C (3-[5-(Benzyloxy)pyridin-2-yl]-1-(1-methylethyl)-1H-pyrazolo[4,3-b]pyridine). The solvent is C(=O)(C(F)(F)F)O (TFA). Reaction conditions: temperature 70 celsius, time 24 hour. The product is FC=1C=C(C(=O)N)C=C(C1)[N+](=O)[O-] (3-fluoro-5-nitrobenzamide). Yield: 36.0%. Reactants: FC=1C=C(C#N)C=C(C1)[N+](=O)[O-] (3-fluoro-5-nitrobenzonitrile), O (water), S(O)(O)(=O)=O (sulfuric acid), N (ammonia). Procedure: To a solution of 3-fluoro-5-nitrobenzonitrile (1.0 g, 6.02 mmoL) in TFA (8 mL) was added water (1 mL) and conc. sulfuric acid (2 mL). The reaction mixture was heated to 70° C. and stirred for 24 h. Then the reaction mixture was cooled to 0° C. and liquid ammonia solution was added. The solidified solid was filtered through Celite® (diatomaceous earth) and washed with water to obtain 3-fluoro-5-nitrobenzamide (0.400 g, 36%) as an off white solid. Observed mass (M−1): 183.02. RXN SMILES: [F:1][C:2]1[CH:3]=[C:4]([CH:7]=[C:8]([N+:10]([O-:12])=[O:11])[CH:9]=1)[C:5]#[N:6].O.S(=O)(=O)(O)[OH:15].N>C(O)(C(F)(F)F)=O>[F:1][C:2]1[CH:3]=[C:4]([CH:7]=[C:8]([N+:10]([O-:12])=[O:11])[CH:9]=1)[C:5]([NH2:6])=[O:15]. Starting materials: C(=C(F)F)(OC(C(C(F)(F)F)(F)F)(F)F)F (heptafluoropropyltrifluorovinyl ether), OC=1C=C(C=C(C(=O)OC)C1)C(=O)OC (dimethyl 5-hydroxyisophthalate), CC(C)([O-])C.[K+] (Potassium t-butoxide). The solvent is O1CCCC1 (Tetrahydrofuran). Product: desired material, FC(C(OC(C(C(F)(F)F)(F)F)(F)F)F)(OC=1C=C(C=C(C(=O)OC)C1)C(=O)OC)F (dimethyl 5-(1,1,2-trifluoro-2-(perfluoropropoxy)ethoxy)isophthalate). Reaction SMILES: [OH:1][C:2]1[CH:3]=[C:4]([C:12]([O:14][CH3:15])=[O:13])[CH:5]=[C:6]([CH:11]=1)[C:7]([O:9][CH3:10])=[O:8].CC(C)([O-])C.[K+].[C:22]([F:37])([O:26][C:27]([F:36])([F:35])[C:28]([F:34])([F:33])[C:29]([F:32])([F:31])[F:30])=[C:23]([F:25])[F:24]>O1CCCC1>[F:25][C:23]([F:24])([O:1][C:2]1[CH:11]=[C:6]([C:7]([O:9][CH3:10])=[O:8])[CH:5]=[C:4]([CH:3]=1)[C:12]([O:14][CH3:15])=[O:13])[CH:22]([F:37])[O:26][C:27]([F:35])([F:36])[C:28]([F:33])([F:34])[C:29]([F:30])([F:31])[F:32] |f:1.2|. Procedure details: In a dry box, dimethyl 5-hydroxyisophthalate (63.0 g, 0.300 mol) was added to an oven-dried multiple neck reaction flask equipped with a stirring bar and a pressure equaling (PE) addition funnel. Tetrahydrofuran (THF, 1500 mL) was then added to the reaction flask, and the reaction mixture was stirred until a homogeneous solution resulted. Potassium t-butoxide (9.24 g, 0.0825 mol) was added to the reaction mixture, resulting in a heterogeneous mixture. Via the PE funnel, heptafluoropropyltrifluor... Starting materials: CC(=O)OC(C)=O, COC(=O)c1ccc(C)cc1O, c1ccncc1. Yields the product COC(=O)c1ccc(C)cc1OC(C)=O. Reaction SMILES: [CH3:13][C:14](=[O:15])[O:16][C:17](=[O:18])[CH3:19].[OH:1][c:2]1[c:3]([C:4](=[O:5])[O:6][CH3:7])[cH:8][cH:9][c:10]([CH3:12])[cH:11]1.[cH:20]1[cH:21][cH:22][n:23][cH:24][cH:25]1>>[O:1]([c:2]1[c:3]([C:4](=[O:5])[O:6][CH3:7])[cH:8][cH:9][c:10]([CH3:12])[cH:11]1)[C:14]([CH3:13])=[O:15]. Reactants: BrC=1C=C(C=CC1)CO (3-bromobenzenemethanol), O1CCCC=C1 (dihydropyran), Br.C1(=CC=CC=C1)P(C1=CC=CC=C1)C1=CC=CC=C1 (triphenylphosphine hydrobromide). Solvent: C(Cl)Cl (CH2Cl2). Conditions: time 2 day. Product: BrC=1C=C(C=CC1)COC1OCCCC1 (2-((3-bromophenyl)methoxy)tetrahydropyran). As a reaction SMILES: [Br:1][C:2]1[CH:3]=[C:4]([CH2:8][OH:9])[CH:5]=[CH:6][CH:7]=1.[O:10]1[CH:15]=[CH:14][CH2:13][CH2:12][CH2:11]1.Br.C1(P(C2C=CC=CC=2)C2C=CC=CC=2)C=CC=CC=1>C(Cl)Cl>[Br:1][C:2]1[CH:3]=[C:4]([CH2:8][O:9][CH:11]2[CH2:12][CH2:13][CH2:14][CH2:15][O:10]2)[CH:5]=[CH:6][CH:7]=1 |f:2.3|. Procedure: The alcohol of Step 1 (41.23 mmol), dihydropyran (12.5 mL, 137 mmol) and triphenylphosphine hydrobromide (725 mg, 2.11 mmol) were mixed together in 200 mL of CH2Cl2 and stirred for 2 days. The solvent was then evaporated and the title product was purified by flash chromatography on silica using EtOAc:toluene.